Dataset: the Open Reaction Database (ORD), a public repository of structured organic reaction records. Task: describe an organic reaction: reactants, conditions, products, and yield The reactants are ClC=1C(=CC2=C(NC(CC(=N2)C2=CC(=CC=C2)N2N=NC=C2CO)=O)C1)N(CCC)C (8-chloro-7-(methyl-propyl-amino)-4-[3-(5-hydroxymethyl-[1,2,3]triazol-1-yl)-phenyl]-1,3-dihydro-benzo[b][1,4]diazepin-2-one), S(=O)(Cl)Cl (thionylchloride), [Cl-] (chloride), N1CCCC1 (pyrrolidine). The solvent is ClCCl (dichloromethane), CN(C)C=O (DMF). The product is ClC=1C(=CC2=C(NC(CC(=N2)C2=CC(=CC=C2)N2N=NC=C2CN2CCCC2)=O)C1)N(CCC)C (8-Chloro-7-(methyl-propyl-amino)-4-[3-(5-pyrrolidin-1-ylmethyl-[1,2,3]triazol-1-yl)-phenyl]-1,3-dihydro-benzo[b][1,4]diazepin-2-one), foam. Yield: 26.0%. Reaction SMILES: [Cl:1][C:2]1[C:3]([N:27]([CH3:31])[CH2:28][CH2:29][CH3:30])=[CH:4][C:5]2[N:11]=[C:10]([C:12]3[CH:17]=[CH:16][CH:15]=[C:14]([N:18]4[C:22]([CH2:23]O)=[CH:21][N:20]=[N:19]4)[CH:13]=3)[CH2:9][C:8](=[O:25])[NH:7][C:6]=2[CH:26]=1.S(Cl)(Cl)=O.[Cl-].[NH:37]1[CH2:41][CH2:40][CH2:39][CH2:38]1>ClCCl.CN(C=O)C>[Cl:1][C:2]1[C:3]([N:27]([CH3:31])[CH2:28][CH2:29][CH3:30])=[CH:4][C:5]2[N:11]=[C:10]([C:12]3[CH:17]=[CH:16][CH:15]=[C:14]([N:18]4[C:22]([CH2:23][N:37]5[CH2:41][CH2:40][CH2:39][CH2:38]5)=[CH:21][N:20]=[N:19]4)[CH:13]=3)[CH2:9][C:8](=[O:25])[NH:7][C:6]=2[CH:26]=1. Procedure: The title compound was prepared from 8-chloro-7-(methyl-propyl-amino)-4-[3-(5-hydroxymethyl-[1,2,3]triazol-1-yl)-phenyl]-1,3-dihydro-benzo[b][1,4]diazepin-2-one (Example 29) (220 mg, 0.50 mmol) by reaction with thionylchloride in dichloromethane and subsequent treatment of the corresponding chloride with pyrrolidine in DMF according to the method described in Example 45. Obtained as a yellow foam (63 mg, 26%). Reactants: [BH4-], CCCCCCC(=O)CCC(C#N)C1CCC(OC)CC1, C1CCOC1, CO, [Na+], O. The product is CCCCCCC(O)CCC(C#N)C1CCC(OC)CC1. As a reaction SMILES: [BH4-:24].[C:1](#[N:2])[CH:3]([CH2:4][CH2:5][C:6]([CH2:7][CH2:8][CH2:9][CH2:10][CH2:11][CH3:12])=[O:13])[CH:14]1[CH2:15][CH2:16][CH:17]([O:20][CH3:21])[CH2:18][CH2:19]1.[CH2:26]1[O:27][CH2:28][CH2:29][CH2:30]1.[CH3:22][OH:23].[Na+:25].[OH2:31]>>[C:1](#[N:2])[CH:3]([CH2:4][CH2:5][CH:6]([CH2:7][CH2:8][CH2:9][CH2:10][CH2:11][CH3:12])[OH:13])[CH:14]1[CH2:15][CH2:16][CH:17]([O:20][CH3:21])[CH2:18][CH2:19]1. RXN SMILES: [CH3:1][c:2]1[cH:3][cH:4][c:5]([NH2:8])[n:6][cH:7]1.[CH3:9][N:10]1[CH2:11][c:12]2[c:13]([O:24][c:25]3[cH:26][cH:27][c:28]([S:31](=[O:32])(=[O:33])[CH3:34])[cH:29][cH:30]3)[cH:14][c:15]([C:20](=[O:21])[O:22][CH3:23])[cH:16][c:17]2[C:18]1=[O:19].[Cl:35][CH2:36][Cl:37]>>[CH3:1][c:2]1[cH:3][cH:4][c:5]([NH:8][C:20]([c:15]2[cH:14][c:13]([O:24][c:25]3[cH:26][cH:27][c:28]([S:31](=[O:32])(=[O:33])[CH3:34])[cH:29][cH:30]3)[c:12]3[c:17]([cH:16]2)[C:18](=[O:19])[N:10]([CH3:9])[CH2:11]3)=[O:21])[n:6][cH:7]1. Reactants: Cc1ccc(N)nc1, COC(=O)c1cc(Oc2ccc(S(C)(=O)=O)cc2)c2c(c1)C(=O)N(C)C2, ClCCl. The product is Cc1ccc(NC(=O)c2cc(Oc3ccc(S(C)(=O)=O)cc3)c3c(c2)C(=O)N(C)C3)nc1. The reactants are [N+](=[N-])=C (diazomethane), methyl ester, BrC1=CC(=CC=2C3=C(N(C12)CC1=CC=C(C=C1)Cl)C(CC3)CC(=O)O)F ((+)-[5-bromo-4-(4-chlorobenzyl)-7-fluoro-1,2,3,4-tetrahydrocyclopenta[b]-indol-3-yl}acetic acid), C(#N)C1=C(C(=O)C(=C(C1=O)Cl)Cl)C#N (DDQ), CCOC(=O)C (EtOAc). Run in C1CCOC1.O (THF H2O), [Cl-].[Na+].O (brine). Reaction conditions: time 8 hour. The product is COC(CC1CC(C2=C1N(C=1C(=CC(=CC21)F)Br)CC2=CC=C(C=C2)Cl)=O)=O ([5-Bromo-4-(4-chlorobenzyl)-7-fluoro-1-oxo-1,2,3,4-tetrahydro-cyclopenta[b]indol-3-yl]acetic acid methyl ester). As a reaction SMILES: [Br:1][C:2]1[C:10]2[N:9]([CH2:11][C:12]3[CH:17]=[CH:16][C:15]([Cl:18])=[CH:14][CH:13]=3)[C:8]3[CH:19](CC(O)=O)[CH2:20][CH2:21][C:7]=3[C:6]=2[CH:5]=[C:4]([F:26])[CH:3]=1.[N+](=C)=[N-].C(C1C(=O)C(Cl)=C(Cl)C(=[O:35])C=1C#N)#N.C[CH2:45][O:46][C:47]([CH3:49])=[O:48]>C1COCC1.O.[Cl-].[Na+].O>[CH3:45][O:46][C:47](=[O:48])[CH2:49][CH:19]1[C:8]2[N:9]([CH2:11][C:12]3[CH:13]=[CH:14][C:15]([Cl:18])=[CH:16][CH:17]=3)[C:10]3[C:2]([Br:1])=[CH:3][C:4]([F:26])=[CH:5][C:6]=3[C:7]=2[C:21](=[O:35])[CH2:20]1 |f:4.5,6.7.8|. Procedure details: The methyl ester of the compound of Example 1 step 5 (1.00 g, prepared by treating the corresponding acid with excess diazomethane) in 10 mL of a 9:1 THF/H2O solution was treated with 2.52 g of DDQ. The reaction mixture was allowed to stir at room temperature overnight. The reaction mixture at this time was poured into a separatory funnel containing EtOAc and brine. The combined organic layers were washed with water, brine, dried over anhydrous MgSO4 and concentrated. The resulting material was ... Starting materials: CO, C[Si](C)(C)N1Cc2ccccc2P1(=O)c1ccccc1. The product is O=P1(c2ccccc2)NCc2ccccc21. RXN SMILES: [CH3:21][OH:22].[c:1]1([P:7]2(=[O:20])[N:8]([Si:16]([CH3:17])([CH3:18])[CH3:19])[CH2:9][c:10]3[c:11]2[cH:12][cH:13][cH:14][cH:15]3)[cH:2][cH:3][cH:4][cH:5][cH:6]1>>[c:1]1([P:7]2(=[O:20])[NH:8][CH2:9][c:10]3[c:11]2[cH:12][cH:13][cH:14][cH:15]3)[cH:2][cH:3][cH:4][cH:5][cH:6]1. Reactants: OCC1=CC=C(C(=O)O)C=C1 (4-(Hydroxymethyl)benzoic acid), Cl.CNOC (N,O-dimethylhydroxylamine hydrochloride), Cl.CN(CCCN=C=NCC)C (1-(3-dimethylaminopropyl)-3-ethylcarbodiimide hydrochloride), ON1N=NC2=C1C=CC=C2 (1-hydroxybenzotriazole), C(C)(C)N(C(C)C)CC (N,N-diisopropylethylamine). Run in C(Cl)(Cl)Cl (chloroform), O (water). Yields the product OCC1=CC=C(C(=O)N(C)OC)C=C1 (4-(Hydroxymethyl)-N-methoxy-N-methylbenzamide). Isolated yield 109.2%. As a reaction SMILES: [OH:1][CH2:2][C:3]1[CH:11]=[CH:10][C:6]([C:7]([OH:9])=O)=[CH:5][CH:4]=1.Cl.[CH3:13][NH:14][O:15][CH3:16].Cl.CN(C)CCCN=C=NCC.ON1C2C=CC=CC=2N=N1.C(N(CC)C(C)C)(C)C>C(Cl)(Cl)Cl.O>[OH:1][CH2:2][C:3]1[CH:4]=[CH:5][C:6]([C:7]([N:14]([O:15][CH3:16])[CH3:13])=[O:9])=[CH:10][CH:11]=1 |f:1.2,3.4|. Procedure: 4-(Hydroxymethyl)benzoic acid (3.00 g, 19.7 mmol) and N,O-dimethylhydroxylamine hydrochloride (2.31 g, 23.7 mmol) in chloroform (30 mL) was stirred with 1-(3-dimethylaminopropyl)-3-ethylcarbodiimide hydrochloride (4.54 g, 23.7 mmol), 1-hydroxybenzotriazole (3.20 g, 23.7 mmol) and N,N-diisopropylethylamine (8.04 mL, 47.3 mmol) at room temperature for one day. After addition of water, the reaction mixture was extracted with ethyl acetate, and the organic layer was washed with saturated aqueous sod... Starting materials: BrC=1C(=NC=CC1)NC=1SC=C(N1)C (3-bromo-N-(4-methylthiazol-2-yl)pyridin-2-amine), ClC1=C(C=CC=C1)S (2-chlorobenzenethiol). Yields the product Cl.ClC1=C(C=CC=C1)SC=1C(=NC=CC1)NC=1SC=C(N1)C (3-(2-Chlorophenylthio)-N-(4-methylthiazol-2-yl)pyridin-2-amine hydrochloride). As a reaction SMILES: Br[C:2]1[C:3]([NH:8][C:9]2[S:10][CH:11]=[C:12]([CH3:14])[N:13]=2)=[N:4][CH:5]=[CH:6][CH:7]=1.[Cl:15][C:16]1[CH:21]=[CH:20][CH:19]=[CH:18][C:17]=1[SH:22]>>[ClH:15].[Cl:15][C:16]1[CH:21]=[CH:20][CH:19]=[CH:18][C:17]=1[S:22][C:2]1[C:3]([NH:8][C:9]2[S:10][CH:11]=[C:12]([CH3:14])[N:13]=2)=[N:4][CH:5]=[CH:6][CH:7]=1 |f:2.3|. Procedure: Prepared according to the method of Example 13, with 3-bromo-N-(4-methylthiazol-2-yl)pyridin-2-amine and 2-chlorobenzenethiol. 1H NMR (d6-DMSO) δ 8.45 (m, 1H), 7.80 (bs, 1H), 7.57 (m, 1H), 7.27 (m, 2H), 7.07 (m, 1H), 6.84 (m, 1H), 6.62 (m, 1H), 2.21 (s, 3H); Mass spectrum (esi) m/z=334.2 (100)(M+H—HCl).